From a dataset of the Open Reaction Database (ORD), a public repository of structured organic reaction records. describe an organic reaction: reactants, conditions, products, and yield The reactants are Cc1ccc(O)cc1, CCOC(C)=O, O=Cc1ccccc1F, [K+], [K+], O=C([O-])[O-], O. The product is Cc1ccc(Oc2ccccc2C=O)cc1. Reaction SMILES: [CH3:10][c:11]1[cH:12][cH:13][c:14]([OH:15])[cH:16][cH:17]1.[CH3:24][CH2:25][O:26][C:27](=[O:28])[CH3:29].[F:1][c:2]1[c:3]([CH:4]=[O:5])[cH:6][cH:7][cH:8][cH:9]1.[K+:18].[K+:19].[O-:20][C:21]([O-:22])=[O:23].[OH2:30]>>[c:2]1([O:15][c:14]2[cH:13][cH:12][c:11]([CH3:10])[cH:17][cH:16]2)[c:3]([CH:4]=[O:5])[cH:6][cH:7][cH:8][cH:9]1. Starting materials: CS(=O)(=O)Cl (methanesulfonyl chloride), C(COCCOCCOCCOCCO)O (pentaethyleneglycol). The reagents and catalysts are [Ag]=O (silver oxide). The solvent is ClCCl (dichloromethane), ClCCl (dichloromethane). Reaction conditions: time 2 day. The product is CS(=O)(=O)OCCOCCOCCOCCOCCO (14-{(methylsulfonyl)oxy}-3,6,9,12-tetraoxatetradecanol). Yield: 58.7%. As a reaction SMILES: [CH2:1]([OH:16])[CH2:2][O:3][CH2:4][CH2:5][O:6][CH2:7][CH2:8][O:9][CH2:10][CH2:11][O:12][CH2:13][CH2:14][OH:15].[CH3:17][S:18](Cl)(=[O:20])=[O:19]>ClCCl.[Ag]=O>[CH3:17][S:18]([O:15][CH2:14][CH2:13][O:12][CH2:11][CH2:10][O:9][CH2:8][CH2:7][O:6][CH2:5][CH2:4][O:3][CH2:2][CH2:1][OH:16])(=[O:20])=[O:19]. Procedure details: 80 mL of dichloromethane was added to 10 g of pentaethyleneglycol and 10.7 g of silver oxide, and then 5.8 g of methanesulfonyl chloride dissolved in 16 ml of dichloromethane was added dropwise. After stirring the reaction solution at room temperature for 2 days, the solution was filtered with a celite, and then the filtrate was concentrated under reduced pressure. The residue was purified with silica gel column chromatography to obtain 7.8 g of the objective compound. Product: CC1=C2N(C=3C(=CC(=CC13)C#N)C1=CC=NC=C1)CCCNC2=O (11-Methyl-1-oxo-7-pyridin-4-yl-2,3,4,5-tetrahydro-[1,4]diazepino[1,2-a]indole-9-carbonitrile). Procedure details: The title compound, white solid (64 mg, 81%), MS (ISP) m/z=317.5 [(M+H)+], mp 285° C., was prepared in accordance with the general method of example 1 from 7-bromo-11-methyl-1-oxo-2,3,4,5-tetrahydro-[1,4]diazepino[1,2-a]indole-9-carbonitrile (intermediate 17) (79.5 mg, 0.25 mmol) and commercially available pyridin-4-ylboronic acid (39.9 mg, 0.325 mmol). Reaction SMILES: Br[C:2]1[C:10]2[N:9]3[CH2:11][CH2:12][CH2:13][NH:14][C:15](=[O:16])[C:8]3=[C:7]([CH3:17])[C:6]=2[CH:5]=[C:4]([C:18]#[N:19])[CH:3]=1.[N:20]1[CH:25]=[CH:24][C:23](B(O)O)=[CH:22][CH:21]=1>>[CH3:17][C:7]1[C:6]2[CH:5]=[C:4]([C:18]#[N:19])[CH:3]=[C:2]([C:23]3[CH:24]=[CH:25][N:20]=[CH:21][CH:22]=3)[C:10]=2[N:9]2[CH2:11][CH2:12][CH2:13][NH:14][C:15](=[O:16])[C:8]=12. Starting materials: solid, BrC1=CC(=CC=2C(=C3N(C12)CCCNC3=O)C)C#N (7-bromo-11-methyl-1-oxo-2,3,4,5-tetrahydro-[1,4]diazepino[1,2-a]indole-9-carbonitrile), BrC1=CC(=CC=2C(=C3N(C12)CCCNC3=O)C)C#N (7-bromo-11-methyl-1-oxo-2,3,4,5-tetrahydro-[1,4]diazepino[1,2-a]indole-9-carbonitrile), N1=CC=C(C=C1)B(O)O (pyridin-4-ylboronic acid). The reactants are C1COCCO1, CO, ClCCl, Cl, COC(=O)C1(CCCc2c(F)cnc3ccc(OC)cc23)CN(CCSc2cc(F)ccc2F)CCO1, [Na+], [OH-], O. Product: COc1ccc2ncc(F)c(CCCC3(C(=O)O)CN(CCSc4cc(F)ccc4F)CCO3)c2c1. As a reaction SMILES: [CH2:43]1[O:44][CH2:45][CH2:46][O:47][CH2:48]1.[CH3:38][OH:39].[Cl:49][CH2:50][Cl:51].[ClH:42].[F:1][c:2]1[c:3]([S:9][CH2:10][CH2:11][N:12]2[CH2:13][C:14]([C:18](=[O:19])[O:20][CH3:21])([CH2:22][CH2:23][CH2:24][c:25]3[c:26]([F:37])[cH:27][n:28][c:29]4[cH:30][cH:31][c:32]([O:35][CH3:36])[cH:33][c:34]34)[O:15][CH2:16][CH2:17]2)[cH:4][c:5]([F:8])[cH:6][cH:7]1.[Na+:41].[OH-:40].[OH2:52]>>[F:1][c:2]1[c:3]([S:9][CH2:10][CH2:11][N:12]2[CH2:13][C:14]([C:18](=[O:19])[OH:20])([CH2:22][CH2:23][CH2:24][c:25]3[c:26]([F:37])[cH:27][n:28][c:29]4[cH:30][cH:31][c:32]([O:35][CH3:36])[cH:33][c:34]34)[O:15][CH2:16][CH2:17]2)[cH:4][c:5]([F:8])[cH:6][cH:7]1.